From a dataset of the Open Reaction Database (ORD), a public repository of structured organic reaction records. describe an organic reaction: reactants, conditions, products, and yield Reactants: O=C1CCC(=O)N1Br, CN(C)C=O, Cc1cnc(C#N)c(N)n1, [Na+], [OH-], O. Product: Cc1nc(N)c(C#N)nc1Br. As a reaction SMILES: [Br:11][N:12]1[C:13](=[O:14])[CH2:15][CH2:16][C:17]1=[O:18].[CH3:21][N:22]([CH3:23])[CH:24]=[O:25].[NH2:1][c:2]1[n:3][c:4]([CH3:10])[cH:5][n:6][c:7]1[C:8]#[N:9].[Na+:20].[OH-:19].[OH2:26]>>[NH2:1][c:2]1[n:3][c:4]([CH3:10])[c:5]([Br:11])[n:6][c:7]1[C:8]#[N:9].